This data is from the Open Reaction Database (ORD), a public repository of structured organic reaction records. The task is: describe an organic reaction: reactants, conditions, products, and yield The reactants are COCCOCCBr, Cl, CC(=O)NC(Cc1cc(O)cc(F)c1)C(O)CNC1(c2cccc(C(C)C)c2)CCCCC1. Yields the product Cl, COCCOCCOc1cc(F)cc(CC(NC(C)=O)C(O)CNC2(c3cccc(C(C)C)c3)CCCCC2)c1. Reaction SMILES: [Br:35][CH2:36][CH2:37][O:38][CH2:39][CH2:40][O:41][CH3:42].[ClH:1].[OH:2][c:3]1[cH:4][c:5]([CH2:6][CH:7]([CH:8]([CH2:9][NH:10][C:11]2([c:17]3[cH:18][c:19]([CH:23]([CH3:24])[CH3:25])[cH:20][cH:21][cH:22]3)[CH2:12][CH2:13][CH2:14][CH2:15][CH2:16]2)[OH:26])[NH:27][C:28]([CH3:29])=[O:30])[cH:31][c:32]([F:34])[cH:33]1>>[ClH:1].[O:2]([c:3]1[cH:4][c:5]([CH2:6][CH:7]([CH:8]([CH2:9][NH:10][C:11]2([c:17]3[cH:18][c:19]([CH:23]([CH3:24])[CH3:25])[cH:20][cH:21][cH:22]3)[CH2:12][CH2:13][CH2:14][CH2:15][CH2:16]2)[OH:26])[NH:27][C:28]([CH3:29])=[O:30])[cH:31][c:32]([F:34])[cH:33]1)[CH2:36][CH2:37][O:38][CH2:39][CH2:40][O:41][CH3:42]. The reactants are [Li+].[OH-] (LiOH), COC(=O)C1=CC=CC=2SC(=CC21)C2=NC(=NC=C2Cl)NCCCN2CCN(CC2)C (2-{5-chloro-2-[3-(4-methylpiperazin-1-yl)-propylamino]-pyrimidin-4-yl}-benzo[b]thiophene-4-carboxylic acid methyl ester), Cl (HCl). The solvent is O (water), CO (MeOH), C1CCOC1 (THF). Run at temperature 70 celsius. The product is Cl.Cl.Cl.ClC=1C(=NC(=NC1)NCCCN1CCN(CC1)C)C1=CC2=C(S1)C=CC=C2C(=O)O (2-{5-chloro-2-[3-(4-methylpiperazin-1-yl)-propylamino]-pyrimidin-4-yl}-benzo[b]thiophene-4-carboxylic acid tri-hydrochloride). Yield: 94.0%. RXN SMILES: [Li+].[OH-].C[O:4][C:5]([C:7]1[C:15]2[CH:14]=[C:13]([C:16]3[C:21]([Cl:22])=[CH:20][N:19]=[C:18]([NH:23][CH2:24][CH2:25][CH2:26][N:27]4[CH2:32][CH2:31][N:30]([CH3:33])[CH2:29][CH2:28]4)[N:17]=3)[S:12][C:11]=2[CH:10]=[CH:9][CH:8]=1)=[O:6].[ClH:34]>O.CO.C1COCC1>[ClH:22].[ClH:34].[ClH:22].[Cl:22][C:21]1[C:16]([C:13]2[S:12][C:11]3[CH:10]=[CH:9][CH:8]=[C:7]([C:5]([OH:6])=[O:4])[C:15]=3[CH:14]=2)=[N:17][C:18]([NH:23][CH2:24][CH2:25][CH2:26][N:27]2[CH2:28][CH2:29][N:30]([CH3:33])[CH2:31][CH2:32]2)=[N:19][CH:20]=1 |f:0.1,7.8.9.10|. Reported procedure: Aqueous 2 N LiOH (1.1 mL, 2.2 mmol) is added to a stirred solution of 2-{5-chloro-2-[3-(4-methylpiperazin-1-yl)-propylamino]-pyrimidin-4-yl}-benzo[b]thiophene-4-carboxylic acid methyl ester (280 mg, 0.610 mmol) in water (3 mL), MeOH (6 mL) and THF (12 mL). The mixture is heat at 70° C. for 2 hours. While at 70° C., 5 N HCl (1 mL) is added to the solution, then the solution is allowed to cool to room temperature. After concentration, the yellow solid is suspended in THF (20 mL), sonicated, filter... Reactants: CC(=O)O, C1CCOC1, c1ccc(CNCc2ccccc2)cc1, CCOC(=O)C1CCC(=O)CC1, O. Product: CCOC(=O)C1CCC(N(Cc2ccccc2)Cc2ccccc2)CC1. RXN SMILES: [C:18]([OH:19])(=[O:20])[CH3:21].[CH2:13]1[O:14][CH2:15][CH2:16][CH2:17]1.[CH2:22]([c:23]1[cH:24][cH:25][cH:26][cH:27][cH:28]1)[NH:29][CH2:30][c:31]1[cH:32][cH:33][cH:34][cH:35][cH:36]1.[O:1]=[C:2]1[CH2:3][CH2:4][CH:5]([C:8](=[O:9])[O:10][CH2:11][CH3:12])[CH2:6][CH2:7]1.[OH2:37]>>[CH:2]1([N:29]([CH2:22][c:23]2[cH:24][cH:25][cH:26][cH:27][cH:28]2)[CH2:30][c:31]2[cH:32][cH:33][cH:34][cH:35][cH:36]2)[CH2:3][CH2:4][CH:5]([C:8](=[O:9])[O:10][CH2:11][CH3:12])[CH2:6][CH2:7]1. Starting materials: FC1=CC=C(C=C1)C=1N=C2N(C=CC(=C2)C(CN(C)C)O)C1C1=NC(=NC=C1)SC ({2-(4-Fluorophenyl)-3-[2-(methylthio)pyrimidin-4-yl]imidazo[1,2-a]pyridin-7-yl}-2-(dimethylamino)ethanol), CC(=O)C (acetone), CO (methanol), OOS(=O)[O-].[K+] (Oxone). Run in O (water). Run at time 12 hour. Product: FC1=CC=C(C=C1)C=1N=C2N(C=CC(=C2)C(CN(C)C)O)C1C1=NC(=NC=C1)S(=O)(=O)C (2-(4-Fluorophenyl)-3-[2-(methylsulfonyl)pyrimidin-4-yl]imidazo[1,2-a]pyridin-7-yl-2-(dimethylamino)ethanol). RXN SMILES: [F:1][C:2]1[CH:7]=[CH:6][C:5]([C:8]2[N:9]=[C:10]3[CH:15]=[C:14]([CH:16]([OH:21])[CH2:17][N:18]([CH3:20])[CH3:19])[CH:13]=[CH:12][N:11]3[C:22]=2[C:23]2[CH:28]=[CH:27][N:26]=[C:25](SC)[N:24]=2)=[CH:4][CH:3]=1.CO.O[O:34][S:35]([O-:37])=O.[K+].[CH3:39]C(C)=O>O>[F:1][C:2]1[CH:3]=[CH:4][C:5]([C:8]2[N:9]=[C:10]3[CH:15]=[C:14]([CH:16]([OH:21])[CH2:17][N:18]([CH3:20])[CH3:19])[CH:13]=[CH:12][N:11]3[C:22]=2[C:23]2[CH:28]=[CH:27][N:26]=[C:25]([S:35]([CH3:39])(=[O:37])=[O:34])[N:24]=2)=[CH:6][CH:7]=1 |f:2.3|. Procedure: A 100 mL round bottom flask containing sulfide 42 (720 mg, 1.70 mmol) was charged with methanol (20 mL), then a solution of Oxone (3.14 g, 5.10 mmol) in water (20 mL), then acetone (20 mL). After stirring at room temperature for 12 hours, the reaction was cooled to below −20° C. in a dry ice/isopropanol bath, then SO2 was bubbled in for 5 minutes. The reaction was then concentrated under reduced pressure to remove organic solvent, and the resulting aqueous mixture was neutralized with an aqueous... Starting materials: CCC(CO[Si](c1ccccc1)(c1ccccc1)C(C)(C)C)N1C(=O)C(C)(CO)CC(c2cccc(Cl)c2)C1c1ccc(Cl)cc1, ClCCl, [Na+], [Na+], [Na+], O=C([O-])O, O=S([O-])([O-])=S. Product: CCC(CO[Si](c1ccccc1)(c1ccccc1)C(C)(C)C)N1C(=O)C(C)(C=O)CC(c2cccc(Cl)c2)C1c1ccc(Cl)cc1. As a reaction SMILES: [C:1]([CH3:2])([CH3:3])([CH3:4])[Si:5]([O:6][CH2:7][CH:8]([CH2:9][CH3:10])[N:11]1[C:12](=[O:34])[C:13]([CH3:31])([CH2:32][OH:33])[CH2:14][CH:15]([c:24]2[cH:25][c:26]([Cl:30])[cH:27][cH:28][cH:29]2)[CH:16]1[c:17]1[cH:18][cH:19][c:20]([Cl:23])[cH:21][cH:22]1)([c:35]1[cH:36][cH:37][cH:38][cH:39][cH:40]1)[c:41]1[cH:42][cH:43][cH:44][cH:45][cH:46]1.[Cl:59][CH2:60][Cl:61].[Na+:51].[Na+:52].[Na+:53].[O-:47][C:48]([OH:49])=[O:50].[O-:54][S:55]([O-:56])(=[S:57])=[O:58]>>[C:1]([CH3:2])([CH3:3])([CH3:4])[Si:5]([O:6][CH2:7][CH:8]([CH2:9][CH3:10])[N:11]1[C:12](=[O:34])[C:13]([CH3:31])([CH:32]=[O:33])[CH2:14][CH:15]([c:24]2[cH:25][c:26]([Cl:30])[cH:27][cH:28][cH:29]2)[CH:16]1[c:17]1[cH:18][cH:19][c:20]([Cl:23])[cH:21][cH:22]1)([c:35]1[cH:36][cH:37][cH:38][cH:39][cH:40]1)[c:41]1[cH:42][cH:43][cH:44][cH:45][cH:46]1. The reactants are CC1(OC(=O)CC(=O)O1)C (Meldrum's acid), N1=CC=CC=C1 (pyridine), Cl (HCl), FC1=C(COC2=CC=C(CC(=O)Cl)C=C2)C(=CC=C1)F (4-(2,6-Difluorobenzyloxy)benzylcarbonyl chloride). Run in ClCCl (dichloromethane), ClCCl (dichloromethane), ClCCl (dichloromethane). Run at temperature 0 celsius, time 1 hour. Product: FC1=C(COC2=CC=C(C=C2)CCC(CC(=O)OCC)=O)C(=CC=C1)F (Ethyl 4-(4-(2,6-difluorobenzyloxy)phenyl)methyl-3-oxobutyrate). RXN SMILES: C[C:2]1([CH3:10])[O:9][C:7](=[O:8])[CH2:6][C:4](=[O:5])O1.N1C=CC=CC=1.[F:17][C:18]1[CH:35]=[CH:34][CH:33]=[C:32]([F:36])[C:19]=1[CH2:20][O:21][C:22]1[CH:31]=[CH:30][C:25]([CH2:26][C:27](Cl)=O)=[CH:24][CH:23]=1.Cl>ClCCl>[F:17][C:18]1[CH:35]=[CH:34][CH:33]=[C:32]([F:36])[C:19]=1[CH2:20][O:21][C:22]1[CH:23]=[CH:24][C:25]([CH2:26][CH2:27][C:4](=[O:5])[CH2:6][C:7]([O:9][CH2:2][CH3:10])=[O:8])=[CH:30][CH:31]=1. Reported procedure: To a solution of Meldrum's acid (0.846 g, 5.8 mmol) in dichloromethane (5 ml) was added pyridine (2 ml) over a period of 10 minutes at 0° C. To this solution was added 4-(2,6-Difluorobenzyloxy)benzylcarbonyl chloride (Step D, 1.71 g, 5.7 mmol) in dichloromethane (5 ml), which resulted in an orange solution. The dark orange solution was stirred for 1 hour at 0° C., allowed to warm to room temperature and stirred for an additional hour. The reaction mixture was diluted with dichloromethane and pou... The reactants are product, [OH-].[K+] (KOH), O (H2O), C1OC=2C=C(C=CC2O1)CC#N (3,4-methylenedioxyphenylacetonitrile), BrCCCBr (1,3-dibromopropane), BrCCCBr (1,3-dibromopropane), C1OC=2C=C(C=CC2O1)CC#N (3,4-methylenedioxyphenylacetonitrile), BrCCCBr (1,3-dibromopropane), [H-].[Na+] (NaH). Run in C(CO)O (ethyleneglycol). Product: C1OC=2C=C(C=CC2O1)C1(CCC1)C(=O)O (1-(3,4-Methylenedioxyphenyl)cyclobutanecarboxylic Acid). Reaction SMILES: [CH2:1]1[O:9][C:8]2[CH:7]=[CH:6][C:5]([CH2:10][C:11]#N)=[CH:4][C:3]=2[O:2]1.Br[CH2:14][CH2:15][CH2:16]Br.[H-].[Na+].[OH-:20].[K+].[OH2:22]>C(O)CO>[CH2:1]1[O:9][C:8]2[CH:7]=[CH:6][C:5]([C:10]3([C:11]([OH:22])=[O:20])[CH2:16][CH2:15][CH2:14]3)=[CH:4][C:3]=2[O:2]1 |f:2.3,4.5|. Procedure details: The title compound was prepared in an analogous manner to that in Example 9 from 3,4-methylenedioxyphenylacetonitrile and 1,3-dibromopropane. 2.1 eq of NaH and 1.1 eq of 1,3-dibromopropane were used. The mixture of 3,4-methylenedioxyphenylacetonitrile and 1,3-dibromopropane was added at 0° C. The afforded 1-(3,4-methylenedioxyphenyl)cyclobutanecarbonitrile was purified by chromatography on silica gel using petroleum ether-EtOAc 94:6 as eluent. The product (11 mmol) was then refluxed with KOH (33... Reactants: B, B, C1CCOC1, CB1OC(c2ccccc2)(c2ccccc2)C2CCCN12, CSC, O=C1CCS(=O)(=O)c2sccc21. The product is O=S1(=O)CCC(O)c2ccsc21. RXN SMILES: [BH3:13].[BH3:38].[CH2:39]1[O:40][CH2:41][CH2:42][CH2:43]1.[CH3:14][B:15]1[N:16]2[CH2:17][CH2:18][CH2:19][CH:20]2[C:21]([c:22]2[cH:23][cH:24][cH:25][cH:26][cH:27]2)([c:28]2[cH:29][cH:30][cH:31][cH:32][cH:33]2)[O:34]1.[CH3:35][S:36][CH3:37].[s:1]1[cH:2][cH:3][c:4]2[c:5]1[S:6](=[O:11])(=[O:12])[CH2:7][CH2:8][C:9]2=[O:10]>>[s:1]1[cH:2][cH:3][c:4]2[c:5]1[S:6](=[O:11])(=[O:12])[CH2:7][CH2:8][CH:9]2[OH:10]. The reactants are COCC1CCCN1, Nc1nc(Nc2ccc(Oc3ccnc(Cl)c3)cc2)cc(-c2ccccc2)n1. Yields the product COCC1CCCN1c1cc(Oc2ccc(Nc3cc(-c4ccccc4)nc(N)n3)cc2)ccn1. RXN SMILES: [CH3:29][O:30][CH2:31][CH:32]1[NH:33][CH2:34][CH2:35][CH2:36]1.[Cl:1][c:2]1[n:3][cH:4][cH:5][c:6]([O:8][c:9]2[cH:10][cH:11][c:12]([NH:15][c:16]3[n:17][c:18]([NH2:28])[n:19][c:20](-[c:22]4[cH:23][cH:24][cH:25][cH:26][cH:27]4)[cH:21]3)[cH:13][cH:14]2)[cH:7]1>>[c:2]1([N:33]2[CH:32]([CH2:31][O:30][CH3:29])[CH2:36][CH2:35][CH2:34]2)[n:3][cH:4][cH:5][c:6]([O:8][c:9]2[cH:10][cH:11][c:12]([NH:15][c:16]3[n:17][c:18]([NH2:28])[n:19][c:20](-[c:22]4[cH:23][cH:24][cH:25][cH:26][cH:27]4)[cH:21]3)[cH:13][cH:14]2)[cH:7]1. Starting materials: COC(=O)c1ccc(N(C)c2cc3c4c(c2)CCCC4(C)CCC3)cc1, CCO, Cl, [Na+], [OH-]. Yields the product CN(c1ccc(C(=O)O)cc1)c1cc2c3c(c1)CCCC3(C)CCC2. Reaction SMILES: [CH3:1][N:2]([c:3]1[cH:4][cH:5][c:6]([C:7](=[O:8])[O:9][CH3:10])[cH:11][cH:12]1)[c:13]1[cH:14][c:15]2[c:25]3[c:23]([cH:24]1)[CH2:22][CH2:21][CH2:20][C:19]3([CH3:26])[CH2:18][CH2:17][CH2:16]2.[CH3:30][CH2:31][OH:32].[ClH:29].[Na+:28].[OH-:27]>>[CH3:1][N:2]([c:3]1[cH:4][cH:5][c:6]([C:7](=[O:8])[OH:9])[cH:11][cH:12]1)[c:13]1[cH:14][c:15]2[c:25]3[c:23]([cH:24]1)[CH2:22][CH2:21][CH2:20][C:19]3([CH3:26])[CH2:18][CH2:17][CH2:16]2.